This data is from the Open Reaction Database (ORD), a public repository of structured organic reaction records. The task is: describe an organic reaction: reactants, conditions, products, and yield The reactants are FC(CO)(CCO)F (2,2-difluoro-1,4-butanediol), N1=CC=CC=C1 (pyridine), CS(=O)(=O)Cl (methanesulfonylchloride). The solvent is ClCCl (dichloromethane), ClCCl (dichloromethane). Conditions: time 8 hour. Product: CS(=O)(=O)OCC(CCOS(=O)(=O)C)(F)F (1,4-bis-methanesulfonyloxy-2,2-difluorobutane). RXN SMILES: [F:1][C:2]([F:8])([CH2:5][CH2:6][OH:7])[CH2:3][OH:4].N1C=CC=CC=1.[CH3:15][S:16](Cl)(=[O:18])=[O:17]>ClCCl>[CH3:15][S:16]([O:4][CH2:3][C:2]([F:8])([F:1])[CH2:5][CH2:6][O:7][S:16]([CH3:15])(=[O:18])=[O:17])(=[O:18])=[O:17]. Procedure: To a stirred mixture of 2,2-difluoro-1,4-butanediol (12.97 g, 103 mM), dry pyridine (65 mL) and dichloromethane (200 mL) is slowly added a solution of methanesulfonylchloride (23.6 g) in dichloromethane (50 mL). Stirring is continued overnight. The reaction mixture is washed with 2N HCl (twice), followed by 10% aqueous NaHCl3 until neutral, and then with water. The organic layer is dried (MgSO4) and upon evaporation of the solvents, a slightly yellow oil is obtained. Crystallization is induced b... Reactants: COC(C1=CC(=CC=C1)C(=O)NS(=O)(=O)C)=O (3-Methanesulfonylaminocarbonyl-benzoic acid methyl ester), O.[OH-].[Li+] (lithium hydroxide monohydrate), Cl (HCl). Run in C1CCOC1 (THF). The product is CS(=O)(=O)NC(=O)C=1C=C(C(=O)O)C=CC1 (3-Methanesulfonylaminocarbonyl-benzoic acid). As a reaction SMILES: C[O:2][C:3](=[O:17])[C:4]1[CH:9]=[CH:8][CH:7]=[C:6]([C:10]([NH:12][S:13]([CH3:16])(=[O:15])=[O:14])=[O:11])[CH:5]=1.O.[OH-].[Li+].Cl>C1COCC1>[CH3:16][S:13]([NH:12][C:10]([C:6]1[CH:5]=[C:4]([CH:9]=[CH:8][CH:7]=1)[C:3]([OH:17])=[O:2])=[O:11])(=[O:15])=[O:14] |f:1.2.3|. Procedure: A mixture of Example 32A (627 mg, 2.43 mmol) and lithium hydroxide monohydrate (112 mg, 2.67 mmol) in THF (15 mL) was stirred for 12 hours at room temperature after which the pH was adjusted to 6 by addition of 1 M HCl solution (3 mL, 3 mmol). The mixture was concentrated under reduced pressure, and the residue was partitioned between dichloromethane (30 mL) and H2O (10 mL). The aqueous layer was extracted with ethyl acetate (2×20 mL), and the combined organic layers were dried (Na2SO4), filtere... Starting materials: C(C)(=S)[O-].[K+] (potassium thioacetate), OCCN1CCN(CC1)C(=O)[C@H]1N(C[C@@H](C1)OS(=O)(=O)C)C(=O)OCC1=CC=C(C=C1)[N+](=O)[O-] ((2S,4R)-2-[4-(2-hydroxyethyl)-1-piperazinylcarbonyl]-4-methanesulfonyloxy-1-(4-nitrobenzyloxycarbonyl)pyrrolidine). Solvent: C(C)#N (acetonitrile). Reaction conditions: temperature 80 celsius, time 5 hour. Product: C(C)(=O)S[C@H]1C[C@H](N(C1)C(=O)OCC1=CC=C(C=C1)[N+](=O)[O-])C(=O)N1CCN(CC1)CCO ((2S,4S)-4-Acetylthio-2-[4-(2-hydroxyethyl)-1-piperazinylcarbonyl]-1-(4-nitrobenzyloxycarbonyl)pyrrolidine). Yield: 70.3%. RXN SMILES: [C:1]([O-:4])(=[S:3])[CH3:2].[K+].[OH:6][CH2:7][CH2:8][N:9]1[CH2:14][CH2:13][N:12]([C:15]([C@@H:17]2[CH2:21][C@@H:20](OS(C)(=O)=O)[CH2:19][N:18]2[C:27]([O:29][CH2:30][C:31]2[CH:36]=[CH:35][C:34]([N+:37]([O-:39])=[O:38])=[CH:33][CH:32]=2)=[O:28])=[O:16])[CH2:11][CH2:10]1>C(#N)C>[C:1]([S:3][C@@H:20]1[CH2:19][N:18]([C:27]([O:29][CH2:30][C:31]2[CH:32]=[CH:33][C:34]([N+:37]([O-:39])=[O:38])=[CH:35][CH:36]=2)=[O:28])[C@H:17]([C:15]([N:12]2[CH2:13][CH2:14][N:9]([CH2:8][CH2:7][OH:6])[CH2:10][CH2:11]2)=[O:16])[CH2:21]1)(=[O:4])[CH3:2] |f:0.1|. Procedure details: 685 mg of potassium thioacetate were added to a solution of 2.0 g of (2S,4R)-2-[4-(2-hydroxyethyl)-1-piperazinylcarbonyl]-4-methanesulfonyloxy-1-(4-nitrobenzyloxycarbonyl)pyrrolidine [prepared as described in step 54(a)(ii), 54(a)(ii') and 54(a)(ii") above] in 20 ml of dry acetonitrile, and the resulting mixture was stirred at 80° C. for 5 hours. At the end of this time, the reaction mixture was concentrated by evaporation under reduced pressure, the residue was diluted with 200 ml of ethyl acet... The reactants are C(C)(=O)C=1C=C(C#N)C=CC1O (3-acetyl-4-hydroxybenzonitrile), CC(=O)C (acetone), N1CCCC1 (pyrrolidine), C1(=CC=CC=C1)C (toluene). Solvent: O (water). Run at time 1 hour. The product is CC1(OC2=CC=C(C=C2C(C1)=O)C#N)C (2,2-dimethyl-6-cyano-4-chromanone). As a reaction SMILES: [C:1]([C:4]1[CH:5]=[C:6]([CH:9]=[CH:10][C:11]=1[OH:12])[C:7]#[N:8])(=[O:3])[CH3:2].[CH3:13][C:14]([CH3:16])=O.N1CCCC1.C1(C)C=CC=CC=1>O>[CH3:13][C:14]1([CH3:16])[CH2:2][C:1](=[O:3])[C:4]2[C:11](=[CH:10][CH:9]=[C:6]([C:7]#[N:8])[CH:5]=2)[O:12]1. Procedure: A mixture of 81 g of 3-acetyl-4-hydroxybenzonitrile, 48 ml of acetone, 11.8 ml of pyrrolidine and 300 ml of toluene is allowed to stand at 20° for 1 hour, then boiled for 2 hours in a water separator and cooled. After customary working up, 2,2-dimethyl-6-cyano-4-chromanone is obtained, m.p. 119°-120°. Reagents/catalysts: CCN=P(N=P(N(C)C)(N(C)C)N(C)C)(N(C)C)N(C)C (P2-Et), CC(C)c1cc(C(C)C)c(-c2ccccc2[PH](C(C)(C)C)(C(C)(C)C)[Pd]2(OS(C)(=O)=O)Nc3ccccc3-c3ccccc32)c(C(C)C)c1 (tBuXphos G3). Product: CN(C)c1ccc(cc1)c2csc(c2)[C@]3(C)CC(=O)N(C)\C(=N/C(=O)OC(C)(C)C)\N3, CN1C(=O)C[C@](C)(N/C/1=N/C(=O)OC(C)(C)C)c2cc(Br)cs2, c1ccc(-c2ccccc2)cc1. The solvent is CS(C)=O (DMSO), O (water), CS(C)=O (DMSO), CS(C)=O (DMSO), CS(C)=O (DMSO). The reactants are CN1C(=O)C[C@](C)(N/C/1=N/C(=O)OC(C)(C)C)c2cc(Br)cs2, CN(C)c1ccc(cc1)B2OC(C)(C)C(C)(C)O2. Run at time 22 hour.